Dataset: the Open Reaction Database (ORD), a public repository of structured organic reaction records. Task: describe an organic reaction: reactants, conditions, products, and yield Starting materials: COC(=O)COc1ccc(CC(C)=O)cc1, CCO, NCC(O)c1ccc(O)c(CO)c1. Yields the product COC(=O)COc1ccc(CC(C)NCC(O)c2ccc(O)c(CO)c2)cc1. Reaction SMILES: [C:1](=[O:2])([O:3][CH3:4])[CH2:5][O:6][c:7]1[cH:8][cH:9][c:10]([CH2:13][C:14]([CH3:15])=[O:16])[cH:11][cH:12]1.[CH3:30][CH2:31][OH:32].[OH:17][CH:18]([CH2:19][NH2:20])[c:21]1[cH:22][c:23]([CH2:28][OH:29])[c:24]([OH:27])[cH:25][cH:26]1>>[C:1](=[O:2])([O:3][CH3:4])[CH2:5][O:6][c:7]1[cH:8][cH:9][c:10]([CH2:13][CH:14]([CH3:15])[NH:20][CH2:19][CH:18]([OH:17])[c:21]2[cH:22][c:23]([CH2:28][OH:29])[c:24]([OH:27])[cH:25][cH:26]2)[cH:11][cH:12]1. The reactants are NC1=C(C=C(C=N1)C1=CC=C(C(=O)O)C=C1)C(NC1=CC=NC=C1)=O (4-[6-amino-5-(pyridin-4-ylcarbamoyl)-pyridin-3-yl]-benzoic acid), COCCNCCOC (bis-(2-methoxy-ethyl)-amine). The product is NC1=C(C(=O)NC2=CC=NC=C2)C=C(C=N1)C1=CC=C(C=C1)C(N(CCOC)CCOC)=O (2-Amino-5-{4-[bis-(2-methoxy-ethyl)-carbamoyl]-phenyl}-N-pyridin-4-yl-nicotinamide). As a reaction SMILES: [NH2:1][C:2]1[N:7]=[CH:6][C:5]([C:8]2[CH:16]=[CH:15][C:11]([C:12](O)=[O:13])=[CH:10][CH:9]=2)=[CH:4][C:3]=1[C:17](=[O:25])[NH:18][C:19]1[CH:24]=[CH:23][N:22]=[CH:21][CH:20]=1.[CH3:26][O:27][CH2:28][CH2:29][NH:30][CH2:31][CH2:32][O:33][CH3:34]>>[NH2:1][C:2]1[N:7]=[CH:6][C:5]([C:8]2[CH:16]=[CH:15][C:11]([C:12](=[O:13])[N:30]([CH2:31][CH2:32][O:33][CH3:34])[CH2:29][CH2:28][O:27][CH3:26])=[CH:10][CH:9]=2)=[CH:4][C:3]=1[C:17]([NH:18][C:19]1[CH:20]=[CH:21][N:22]=[CH:23][CH:24]=1)=[O:25]. Reported procedure: Reaction of 4-[6-amino-5-(pyridin-4-ylcarbamoyl)-pyridin-3-yl]-benzoic acid with bis-(2-methoxy-ethyl)-amine gives “A89”; method 1: HPLC/MS: 1.30 min, [M+H]=450; The reactants are CC[N+]1([O-])CCOCC1, CC(C)=CCCC(C)=CCCl, CN(C)C=O, CCOC(C)=O, O=S(=O)(O)O. The product is CC(C)=CCCC(C)=CC=O. Reaction SMILES: [CH2:12]([N+:13]1([O-:14])[CH2:15][CH2:16][O:17][CH2:18][CH2:19]1)[CH3:20].[CH2:1]([CH:2]=[C:3]([CH3:4])[CH2:5][CH2:6][CH:7]=[C:8]([CH3:9])[CH3:10])[Cl:11].[CH3:21][N:22]([CH3:23])[CH:24]=[O:25].[CH3:31][CH2:32][O:33][C:34](=[O:35])[CH3:36].[S:26](=[O:27])(=[O:28])([OH:29])[OH:30]>>[CH:1]([CH:2]=[C:3]([CH3:4])[CH2:5][CH2:6][CH:7]=[C:8]([CH3:9])[CH3:10])=[O:17]. The reactants are BrCCC1CCOC2=C1C=CC=C2 (4-(2-bromoethyl)-3,4-dihydro-(2H)-benzopyran), [I-].[K+] (potassium iodide), Cl.Cl.COC=1C=C(C=CC1OC)C1CCNCC1 (4-(3,4-dimethoxyphenyl)piperidine dihydrochloride), C([O-])([O-])=O.[K+].[K+] (potassium carbonate). Solvent: CC(CC)=O (2-butanone). Yields the product C(\C=C\C(=O)O)(=O)O.O1CCC(C2=C1C=CC=C2)CCN2CCC(CC2)C2=CC(=C(C=C2)OC)OC (1-[2-(3,4-dihydro-1(2H)-benzopyran-4-yl)ethyl]-4-(3,4-dimethoxyphenyl)piperidine fumarate). As a reaction SMILES: Br[CH2:2][CH2:3][CH:4]1[C:9]2[CH:10]=[CH:11][CH:12]=[CH:13][C:8]=2[O:7][CH2:6][CH2:5]1.Cl.Cl.[CH3:16][O:17][C:18]1[CH:19]=[C:20]([CH:26]2[CH2:31][CH2:30][NH:29][CH2:28][CH2:27]2)[CH:21]=[CH:22][C:23]=1[O:24][CH3:25].[C:32](=[O:35])([O-:34])[O-].[K+].[K+].[I-].[K+]>CC(=O)CC>[C:8]([OH:17])(=[O:7])/[CH:9]=[CH:10]/[C:32]([OH:34])=[O:35].[O:7]1[C:8]2[CH:13]=[CH:12][CH:11]=[CH:10][C:9]=2[CH:4]([CH2:3][CH2:2][N:29]2[CH2:28][CH2:27][CH:26]([C:20]3[CH:21]=[CH:22][C:23]([O:24][CH3:25])=[C:18]([O:17][CH3:16])[CH:19]=3)[CH2:31][CH2:30]2)[CH2:5][CH2:6]1 |f:1.2.3,4.5.6,7.8,10.11|. Procedure: The B isomer of 1-[2-(3,4-dihydro-1(2H)-benzopyran-4-yl)ethyl]-4-(3,4-dimethoxyphenyl)piperidine fumarate is prepared by following the procedure of Example 16 but starting with the B isomer of 4-(2-bromoethyl)-3,4-dihydro-(2H)-benzopyran (1.5 g) and 4-(3,4-dimethoxyphenyl)piperidine dihydrochloride (1.78 g), followed by potassium carbonate (1.71 g) and potassium iodide (1.03 g) in 2-butanone (50 cc).